This data is from the Open Reaction Database (ORD), a public repository of structured organic reaction records. The task is: describe an organic reaction: reactants, conditions, products, and yield Starting materials: COC(CC1=CC(=C(C(=C1)Br)OC1=CC(=C(C=C1)OC)C(C)C)Br)=O (3,5-dibromo-4-(3-isopropyl-4 -methoxyphenoxy)phenylacetic acid methyl ester), C1(=CC(=CC=C1)C(=O)Cl)C (m-toluoyl-chloride). The reagents and catalysts are Cl[Ti](Cl)(Cl)Cl (TiCl4). The solvent is C(Cl)Cl (CH2Cl2). Run at time 3 day. Product: 9, BrC=1C=C(C=C(C1OC1=C(C=C(C(=C1)C(C)C)OCCC(=C)C)C(C1=CC(=CC=C1)C)=O)Br)CC(=O)O (3,5-Dibromo-4-[5-isopropyl-2-(3-methylbenzoyl)-4-(3-methyl-3-butenyloxy)-phenoxy]phenylacetic acid). The yield is 49.0%. RXN SMILES: C[O:2][C:3](=[O:25])[CH2:4][C:5]1[CH:10]=[C:9]([Br:11])[C:8]([O:12][C:13]2[CH:18]=[CH:17][C:16]([O:19][CH3:20])=[C:15]([CH:21]([CH3:23])[CH3:22])[CH:14]=2)=[C:7]([Br:24])[CH:6]=1.[C:26]1([CH3:35])[CH:31]=[CH:30][CH:29]=[C:28]([C:32](Cl)=[O:33])[CH:27]=1>C(Cl)Cl.Cl[Ti](Cl)(Cl)Cl>[Br:24][C:7]1[CH:6]=[C:5]([CH2:4][C:3]([OH:2])=[O:25])[CH:10]=[C:9]([Br:11])[C:8]=1[O:12][C:13]1[CH:14]=[C:15]([CH:21]([CH3:22])[CH3:23])[C:16]([O:19][CH2:20][CH2:6][C:5]([CH3:10])=[CH2:4])=[CH:17][C:18]=1[C:32](=[O:33])[C:28]1[CH:29]=[CH:30][CH:31]=[C:26]([CH3:35])[CH:27]=1. Reported procedure: TiCl4 (25.2 mL, 229 mmol) was added dropwise to a solution of 3,5-dibromo-4-(3-isopropyl-4 -methoxyphenoxy)phenylacetic acid methyl ester (31.0 g, 65.6 mmol) and m-toluoyl-chloride (35.4 g, 229 mmol) in CH2Cl2 (310 mL) at 0° C. The mixture was stirred at room temperature for 3 d, cooled to 0 C, and quenched with ice (300 g). The layers were separated and the aqueous phase was extracted with EtOAc (3×100 mL). The combined organic phases were washed with NaHCO3 (aq., sat, 3×100 mL), concentrated a... Reactants: BrC=1C(=CC2=C(OCC(N2)=S)N1)C1=CC=CC=C1 (6-bromo-7-phenyl-1H-pyrido[2,3-b][1,4]oxazine-2(3H)-thione), C(C)OC(=O)NN (ethylhydrazine carboxylate). Run in CC=1C=CC(=CC1)C (p-xylene). Reaction conditions: temperature 180 celsius. Yields the product BrC=1C(=CC2=C(OCC=3N2C(NN3)=O)N1)C1=CC=CC=C1 (7-bromo-8-phenyl-2,4-dihydro-1H-pyrido[2,3-b][1,2,4]triazolo[4,3-d][1,4]oxazin-1-one). Yield: 27.3%. RXN SMILES: [Br:1][C:2]1[C:3]([C:13]2[CH:18]=[CH:17][CH:16]=[CH:15][CH:14]=2)=[CH:4][C:5]2[NH:10][C:9](=S)[CH2:8][O:7][C:6]=2[N:12]=1.C([O:21][C:22]([NH:24][NH2:25])=O)C>CC1C=CC(C)=CC=1>[Br:1][C:2]1[C:3]([C:13]2[CH:18]=[CH:17][CH:16]=[CH:15][CH:14]=2)=[CH:4][C:5]2[N:10]3[C:22](=[O:21])[NH:24][N:25]=[C:9]3[CH2:8][O:7][C:6]=2[N:12]=1. Procedure: In a 10 ml microwave vial was 6-bromo-7-phenyl-1H-pyrido[2,3-b][1,4]oxazine-2(3H)-thione (1 g, 3.11 mmol) and ethylhydrazine carboxylate (1.2 g, 12.44 mmol) in p-xylene (10 ml) to give a yellow suspension. The reaction mixture was heated to 180° C. for 45 minutes under microwave conditions. The crude residue was concentrated under reduced pressure and purified by Biotage silica gel chromatography (gradient 0% to 100% ethyl acetate in n-hexane) to give the title compound (293 mg, 27%). LCMS (Meth... Starting materials: C(C)(=O)O[C@H]1[C@@H](O[C@@H]([C@H]([C@@H]1OC(C)=O)OC(C)=O)COC(C)=O)OC1=NNC(=C1CC1=C(C=C(C=C1)OCCN)C)C(C)C (3-(2,3,4,6-tetra-O-acetyl-β-D-glucopyranosyloxy)-4-{[4-(2-aminoethoxy)-2-methylphenyl]methyl}-5-isopropyl-1H-pyrazole), NC(C(=O)N)(C)C (2-amino-2-methylpropionamide), NCCN1CCOCC1 (4-(2-aminoethyl)morpholine). Yields the product C(N)(=O)C(C)(C)NC(NCCOC1=CC(=C(C=C1)CC=1C(=NNC1C(C)C)O[C@H]1[C@H](O)[C@@H](O)[C@H](O)[C@H](O1)CO)C)=O (4-{[4-(2-{3-[1-Carbamoyl-1-(methyl)ethyl]ureido}ethoxy)-2-methylphenyl]methyl}-3-(β-D-glucopyranosyloxy)-5-isopropyl-1H-pyrazole). Reaction SMILES: C([O:4][C@@H:5]1[C@@H:10]([O:11]C(=O)C)[C@H:9]([O:15]C(=O)C)[C@@H:8]([CH2:19][O:20]C(=O)C)[O:7][C@H:6]1[O:24][C:25]1[C:29]([CH2:30][C:31]2[CH:36]=[CH:35][C:34]([O:37][CH2:38][CH2:39][NH2:40])=[CH:33][C:32]=2[CH3:41])=[C:28]([CH:42]([CH3:44])[CH3:43])[NH:27][N:26]=1)(=O)C.[NH2:45][C:46]([CH3:51])([CH3:50])[C:47]([NH2:49])=[O:48].NCCN1CC[O:58][CH2:57]C1>>[C:47]([C:46]([NH:45][C:57](=[O:58])[NH:40][CH2:39][CH2:38][O:37][C:34]1[CH:35]=[CH:36][C:31]([CH2:30][C:29]2[C:25]([O:24][C@@H:6]3[O:7][C@H:8]([CH2:19][OH:20])[C@@H:9]([OH:15])[C@H:10]([OH:11])[C@H:5]3[OH:4])=[N:26][NH:27][C:28]=2[CH:42]([CH3:44])[CH3:43])=[C:32]([CH3:41])[CH:33]=1)([CH3:51])[CH3:50])(=[O:48])[NH2:49]. Reported procedure: The title compound was prepared in a similar manner to that described in Example 19 using 3-(2,3,4,6-tetra-O-acetyl-β-D-glucopyranosyloxy)-4-{[4-(2-aminoethoxy)-2-methylphenyl]methyl}-5-isopropyl-1H-pyrazole and 2-amino-2-methylpropionamide instead of 3-(2,3,4,6-tetra-O-acetyl-β-D-glucopyranosyloxy)-4-{[4-(3-aminopropoxy)phenyl]methyl}-5-isopropyl-1H-pyrazole and 4-(2-aminoethyl)morpholine, respectively. Starting materials: ClC1=NC(=CC=C1S(=O)(=O)C1=CC=C(C=C1)CO)C ([4-(2-Chloro-6-methylpyridine-3-sulfonyl)-phenyl]-methanol), CC1=C(N)C(=CC(=C1)C)C (2,4,6-trimethyl aniline). The solvent is C(CO)O (ethylene glycol), O (water). Product: CC1=CC=C(C(=N1)NC1=C(C=C(C=C1C)C)C)S(=O)(=O)C1=CC=C(C=C1)CO ({4-[6-methyl-2-(2,4,6-trimethylphenylamino)-pyridine-3-sulfonyl]-phenyl}-methanol), CC1=CC=C(C(=N1)NC1=C(C=C(C=C1C)C)C)S(=O)(=O)C1=CC=C(C=C1)CNC1=C(C=C(C=C1C)C)C ((6-methyl-3-{4-[(2,4,6-trimethylphenylamino)-methyl]-benzenesulfonyl}-pyridin-2-yl)-(2,4,6-trimethyl-phenyl)-amine). The yield is 5.3%. Reaction SMILES: Cl[C:2]1[C:7]([S:8]([C:11]2[CH:16]=[CH:15][C:14]([CH2:17][OH:18])=[CH:13][CH:12]=2)(=[O:10])=[O:9])=[CH:6][CH:5]=[C:4]([CH3:19])[N:3]=1.[CH3:20][C:21]1[CH:27]=[C:26]([CH3:28])[CH:25]=[C:24]([CH3:29])[C:22]=1[NH2:23]>C(O)CO.O>[CH3:19][C:4]1[N:3]=[C:2]([NH:23][C:22]2[C:24]([CH3:29])=[CH:25][C:26]([CH3:28])=[CH:27][C:21]=2[CH3:20])[C:7]([S:8]([C:11]2[CH:16]=[CH:15][C:14]([CH2:17][OH:18])=[CH:13][CH:12]=2)(=[O:10])=[O:9])=[CH:6][CH:5]=1.[CH3:19][C:4]1[N:3]=[C:2]([NH:23][C:22]2[C:24]([CH3:29])=[CH:25][C:26]([CH3:28])=[CH:27][C:21]=2[CH3:20])[C:7]([S:8]([C:11]2[CH:16]=[CH:15][C:14]([CH2:17][NH:23][C:22]3[C:24]([CH3:29])=[CH:25][C:26]([CH3:28])=[CH:27][C:21]=3[CH3:20])=[CH:13][CH:12]=2)(=[O:10])=[O:9])=[CH:6][CH:5]=1. Reported procedure: [4-(2-Chloro-6-methylpyridine-3-sulfonyl)-phenyl]-methanol (1.15 g, 3.86 mmol) and 2,4,6-trimethyl aniline (3.13 g, 23.2 mmol) were heated at reflux in ethylene glycol (3.5 mL) for 16 h. After cooling the mixture was diluted with water (50 mL) and extracted with ethyl acetete (2×200 mL). The combined organic extracts were washed with brine, dried and stripped in vacuo. The residue was purified by column chromatography on silica gel (40% EtOAc/hexanes eluent) to give the product {4-[6-methyl-2-(2... The reactants are O (water), C(CCC)[Li] (n-butyllithium), BrC1=CC=C(C=C1)Br (1,4-dibromobenzene), BrC[Si](C)(C)Cl (bromomethylchlorodimethylsilane). The solvent is C1CCOC1 (THF). Conditions: time 1.5 hour. Yields the product BrC1=CC=C(C=C1)C([SiH](C)C)Br (4-Bromophenyldimethylsilylmethylbromide). Isolated yield 57.8%. As a reaction SMILES: C([Li])CCC.Br[C:7]1[CH:12]=[CH:11][C:10]([Br:13])=[CH:9][CH:8]=1.[Br:14][CH2:15][Si:16](Cl)([CH3:18])[CH3:17].O>C1COCC1>[Br:13][C:10]1[CH:11]=[CH:12][C:7]([CH:15]([Br:14])[SiH:16]([CH3:18])[CH3:17])=[CH:8][CH:9]=1. Reported procedure: A solution of n-butyllithium (2.5M, 53 mL, 0.133 mole) was added dropwise over 30 minutes under argon to a solution of 1,4-dibromobenzene (30.0 g, 0.127 mole) in dry THF (575 mL) at -78° C. After stirring for 1.5 h, bromomethylchlorodimethylsilane (25.0 g, 0.133 mole) was added to the reaction mixture through a canula and the solution was stirred for 1.5 h at -78° C. The reaction was poured into water (325 mL) and extracted with ether. The combined extracts were washed with water and brine, and ...